Dataset: the Open Reaction Database (ORD), a public repository of structured organic reaction records. Task: describe an organic reaction: reactants, conditions, products, and yield Starting materials: CC1=C(OCC2=C(C(=O)N3CCCC3)C=CC=C2)C=CC=C1 (N-[2-(2-methylphenoxymethyl)-benzoy]-pyrrolidine), ice, C(CCC)[Li] (n-butyllithium), O1C=CC=C1 (furan). The solvent is C(C)OCC (diethyl ether), C(C)OCC (diethyl ether). Conditions: temperature -20 celsius, time 2 hour. Yields the product CC1=C(OCC2=C(C(=O)C=3OC=CC3)C=CC=C2)C=CC=C1 (2-[2-(2-methylphenoxymethyl)-benzoyl]-furan). The yield is 89.6%. Reaction SMILES: C([Li])CCC.[O:6]1[CH:10]=[CH:9][CH:8]=[CH:7]1.[CH3:11][C:12]1[CH:32]=[CH:31][CH:30]=[CH:29][C:13]=1[O:14][CH2:15][C:16]1[CH:28]=[CH:27][CH:26]=[CH:25][C:17]=1[C:18](N1CCCC1)=[O:19]>C(OCC)C>[CH3:11][C:12]1[CH:32]=[CH:31][CH:30]=[CH:29][C:13]=1[O:14][CH2:15][C:16]1[CH:28]=[CH:27][CH:26]=[CH:25][C:17]=1[C:18]([C:7]1[O:6][CH:10]=[CH:9][CH:8]=1)=[O:19]. Procedure details: 27.8 g (0.1 mol) of 23% pure n-butyllithium are added dropwise within 15 minutes to a solution of 6.8 g (0.1 mol) of furan in 100 ml of diethyl ether which had been cooled to −20° C. The mixture was stirred at 20° C. for 2 hours, cooled once more to −20° C., and 14.8 g (0.05 mol) of N-[2-(2-methylphenoxymethyl)-benzoy]-pyrrolidine dissolved in 100 ml of diethyl ether are added dropwise within 15 minutes. After complete conversion (DC control), the mixture is poured into 300 ml of ice-cold ammoni... The reactants are CN(C=O)C (N,N-dimethylformamide), C(CCCCC)C(COC1=C(C(=O)O)C=CC=C1)CCCCCCCC (2-(2-hexyldecyloxy)benzoic acid), C(C(=O)Cl)(=O)Cl (oxalyl chloride). Run in C(Cl)Cl (methylene chloride). Run at time 2 hour. Product: C(CCCCC)C(COC1=C(C(=O)Cl)C=CC=C1)CCCCCCCC (2-(2-hexyldecyloxy)benzoic acid chloride). Reaction SMILES: [CH2:1]([CH:7]([CH2:19][CH2:20][CH2:21][CH2:22][CH2:23][CH2:24][CH2:25][CH3:26])[CH2:8][O:9][C:10]1[CH:18]=[CH:17][CH:16]=[CH:15][C:11]=1[C:12](O)=[O:13])[CH2:2][CH2:3][CH2:4][CH2:5][CH3:6].CN(C)C=O.C(Cl)(=O)C([Cl:35])=O>C(Cl)Cl>[CH2:1]([CH:7]([CH2:19][CH2:20][CH2:21][CH2:22][CH2:23][CH2:24][CH2:25][CH3:26])[CH2:8][O:9][C:10]1[CH:18]=[CH:17][CH:16]=[CH:15][C:11]=1[C:12]([Cl:35])=[O:13])[CH2:2][CH2:3][CH2:4][CH2:5][CH3:6]. Procedure: 36.0 g of the 2-(2-hexyldecyloxy)benzoic acid was dissolved in 100 ml of methylene chloride, 0.5 ml of N,N-dimethylformamide was added, and 13 ml of oxalyl chloride was added dropwise over about 30 min at room temperature with stirring. After the addition the stirring was continued for 2 hours further and it was concentrated, to obtain 2-(2-hexyldecyloxy)benzoic acid chloride. Starting materials: NC1=NN=NN1 (5-aminotetrazole), ammonium salt, C(C=1C(N)=CC=CC1)(=O)O (anthranilic acid), C(C=1C(N)=CC=CC1)(=O)O (anthranilic acid), [OH-].[NH4+] (ammonium hydroxide), C(C)OC(OCC)OCC (triethoxymethane). The solvent is CN(C=O)C (N,N-dimethylformamide), CO (methanol). Conditions: temperature 100 celsius, time 2 hour. The product is ammonium salt, N1N=NN=C1N1C=NC2=CC=CC=C2C1=O (3-(1H-tetrazol-5-yl)4(3H)-quinazolinone). RXN SMILES: [NH2:1][C:2]1[NH:6][N:5]=[N:4][N:3]=1.[CH2:7](OC(OCC)OCC)C.[C:17]([OH:26])(=O)[C:18]1[C:19](=[CH:21][CH:22]=[CH:23][CH:24]=1)[NH2:20].[OH-].[NH4+]>CO.CN(C)C=O>[NH:3]1[C:2]([N:1]2[C:17](=[O:26])[C:18]3[C:19](=[CH:21][CH:22]=[CH:23][CH:24]=3)[N:20]=[CH:7]2)=[N:6][N:5]=[N:4]1 |f:3.4|. Procedure: A mixture was prepared from 10 g of 5-aminotetrazole and 50 ml N,N-dimethylformamide. This was heated to 100° C. and 17 g of triethoxymethane was added. The resulting mixture was stirred at 100° C. under nitrogen for 2 hours and then a solution of the ammonium salt of anthranilic acid (prepared from 16 g of anthranilic acid and 7.8 ml of 14.8M ammonium hydroxide in methanol, followed by removal of the methanol) in 40 ml of N,N-dimethylformamide was added. The mixture was stirred for 1 hour at 10... Reactants: C(OCC)(=O)Cl (ethyl chlorocarbonate), C(CC)OC(=O)C1=CC=2NN=C(C2O1)N (3-Amino-1H-furo[3,2-c]pyrazole-5-carboxylic acid propyl ester), C(C)(C)N(CC)C(C)C (diisopropylethylamine). Solvent: O1CCCC1 (tetrahydrofuran), O1CCCC1 (THF). Conditions: time 5 minute. Yields the product C(CC)OC(=O)C1=CC=2N(N=C(C2O1)N)C(=O)OCC (3-Amino-furo[3,2-c]pyrazole-1,5-dicarboxylic acid 1-ethyl ester 5-propyl ester). The yield is 97.0%. RXN SMILES: [C:1](Cl)(=[O:5])[O:2][CH2:3][CH3:4].[CH2:7]([O:10][C:11]([C:13]1[O:20][C:19]2[C:18]([NH2:21])=[N:17][NH:16][C:15]=2[CH:14]=1)=[O:12])[CH2:8][CH3:9].C(N(C(C)C)CC)(C)C>O1CCCC1>[CH2:7]([O:10][C:11]([C:13]1[O:20][C:19]2[C:18]([NH2:21])=[N:17][N:16]([C:1]([O:2][CH2:3][CH3:4])=[O:5])[C:15]=2[CH:14]=1)=[O:12])[CH2:8][CH3:9]. Procedure: A solution of ethyl chlorocarbonate (4.90 mL, 51.7 mmol) in tetrahydrofuran (THF, 60 mL) was slowly added to a mixture of 3-Amino-1H-furo[3,2-c]pyrazole-5-carboxylic acid propyl ester (12.0 g, 50.2 mmol) and diisopropylethylamine (DIEA, 51.5 mL, 301 mmol) in THF (300 mL), maintaining the temperature between −5 and −10° C. The reaction was kept at the same temperature for 5 minutes then allowed to reach room temperature. The obtained mixture was evaporated to dryness under vacuum and the residue ... Starting materials: ClC1=NC=NN2C1=C(C=C2)C (4-chloro-5-methyl-pyrrolo[2,1-f][1,2,4]triazine), CC(C)(C#N)N=NC(C)(C)C#N (AIBN), C1CC(=O)N(C1=O)Br (NBS). Solvent: C(Cl)(Cl)(Cl)Cl (CCl4). Run at temperature 100 celsius, time 10 minute. The product is BrCC=1C=CN2N=CN=C(C21)Cl (5-Bromomethyl-4-chloro-pyrrolo[2,1-f][1,2,4]triazine). Isolated yield 91.8%. Reaction SMILES: [Cl:1][C:2]1[C:7]2=[C:8]([CH3:11])[CH:9]=[CH:10][N:6]2[N:5]=[CH:4][N:3]=1.CC(N=NC(C#N)(C)C)(C#N)C.C1C(=O)N([Br:31])C(=O)C1>C(Cl)(Cl)(Cl)Cl>[Br:31][CH2:11][C:8]1[CH:9]=[CH:10][N:6]2[C:7]=1[C:2]([Cl:1])=[N:3][CH:4]=[N:5]2. Reported procedure: A mixture of 4-chloro-5-methyl-pyrrolo[2,1-f][1,2,4]triazine (2.0 g, 11.93 mmol, WO 03/042172) and AIBN (195 mg, 1.19 mmol) in CCl4 (80 mL) under N2 was heated to 100° C. for 5 min, NBS (2.55 g, 14.3 mmol) was added. The reaction mixture was stirred for 10 min, then cooled to rt, filtered. The CCl4 layer was washed with dilute NaHCO3 aqueous solution, dried (MgSO4), filtered and concentrated to give the desired product (2.70 g, 92%). Starting materials: ClC1=C(C(=NC=C1)C)OC (4-chloro-3-methoxy-2-methylpyridine), CC1(COC2(OC1)CCC(CC2)O)C (3,3-dimethyl-1,5-dioxaspiro[5.5]undecan-9-ol). The product is CC1(COC2(OC1)CCC(CC2)OC2=C(C(=NC=C2)C)OC)C (4-(3,3-Dimethyl-1,5-dioxaspiro[5.5]undecan-9-yloxy)-3-methoxy-2-methylpyridine). The yield is 75.0%. As a reaction SMILES: Cl[C:2]1[CH:7]=[CH:6][N:5]=[C:4]([CH3:8])[C:3]=1[O:9][CH3:10].[CH3:11][C:12]1([CH3:24])[CH2:17][O:16][C:15]2([CH2:22][CH2:21][CH:20]([OH:23])[CH2:19][CH2:18]2)[O:14][CH2:13]1>>[CH3:11][C:12]1([CH3:24])[CH2:13][O:14][C:15]2([CH2:18][CH2:19][CH:20]([O:23][C:2]3[CH:7]=[CH:6][N:5]=[C:4]([CH3:8])[C:3]=3[O:9][CH3:10])[CH2:21][CH2:22]2)[O:16][CH2:17]1. Procedure details: Preparation was carried out analogously to Example 43 from 4-chloro-3-methoxy-2-methylpyridine and 3,3-dimethyl-1,5-dioxaspiro[5.5]undecan-9-ol. Yield: 75%; M.p.: 90° C. Reactants: C, CC(C)(C)OC(=O)c1ccc(-c2ccccc2)cc1NC(=O)c1ccc(-c2ccccc2)cc1OCc1ccccc1, CO, ClC(Cl)Cl, [Pd]. Product: CC(C)(C)OC(=O)c1ccc(-c2ccccc2)cc1NC(=O)c1ccc(-c2ccccc2)cc1O. Reaction SMILES: [C:49].[CH2:1]([c:2]1[cH:3][cH:4][cH:5][cH:6][cH:7]1)[O:8][c:9]1[c:10]([C:11](=[O:12])[NH:13][c:14]2[c:15]([C:16](=[O:17])[O:18][C:19]([CH3:20])([CH3:21])[CH3:22])[cH:23][cH:24][c:25](-[c:27]3[cH:28][cH:29][cH:30][cH:31][cH:32]3)[cH:26]2)[cH:33][cH:34][c:35](-[c:37]2[cH:38][cH:39][cH:40][cH:41][cH:42]2)[cH:36]1.[CH3:43][OH:44].[CH:45]([Cl:46])([Cl:47])[Cl:48].[Pd:50]>>[OH:8][c:9]1[c:10]([C:11](=[O:12])[NH:13][c:14]2[c:15]([C:16](=[O:17])[O:18][C:19]([CH3:20])([CH3:21])[CH3:22])[cH:23][cH:24][c:25](-[c:27]3[cH:28][cH:29][cH:30][cH:31][cH:32]3)[cH:26]2)[cH:33][cH:34][c:35](-[c:37]2[cH:38][cH:39][cH:40][cH:41][cH:42]2)[cH:36]1.